describe an organic reaction: reactants, conditions, products, and yield From a dataset of the Open Reaction Database (ORD), a public repository of structured organic reaction records. The reactants are C(C)(C)(C)C=1C=C(NN1)N (5-tert-Butyl-2H-pyrazol-3-ylamine), CN([C@H]1[C@@H](CCCC1)N)C (trans-N,N-dimethylcyclohexane-1,2-diamine), C([O-])([O-])=O.[K+].[K+] (potassium carbonate), BrC=1C=C(C=C(C1)C)O (3-bromo-5-methylphenol). The reagents and catalysts are [Cu]I (copper (I) iodide). Conditions: temperature 140 celsius. The product is NC1=CC(=NN1C=1C=C(C=C(C1)C)O)C(C)(C)C (3-(5-Amino-3-tert-butyl-pyrazol-1-yl)-5-methyl-phenol). Isolated yield 49.2%. Reaction SMILES: [C:1]([C:5]1[CH:6]=[C:7]([NH2:10])[NH:8][N:9]=1)([CH3:4])([CH3:3])[CH3:2].C(=O)([O-])[O-].[K+].[K+].Br[C:18]1[CH:19]=[C:20]([OH:25])[CH:21]=[C:22]([CH3:24])[CH:23]=1.CN(C)[C@@H]1CCCC[C@H]1N>[Cu]I>[NH2:10][C:7]1[N:8]([C:18]2[CH:19]=[C:20]([OH:25])[CH:21]=[C:22]([CH3:24])[CH:23]=2)[N:9]=[C:5]([C:1]([CH3:4])([CH3:3])[CH3:2])[CH:6]=1 |f:1.2.3|. Reported procedure: 5-tert-Butyl-2H-pyrazol-3-ylamine (1.11 g, 8.00 mmol), potassium carbonate (2.32 g, 16.8 mmol), copper (I) iodide (0.076 g, 0.40 mmol), and 3-bromo-5-methylphenol (1.80 g, 9.60 mmol) were weighed into a large microwave vial. This was then purged with argon then trans-N,N-dimethylcyclohexane-1,2-diamine (0.25 mL, 1.60 mmol) added. To this mixture was then added degassed toluene (8 mL). The mixture was then purged with argon again, the vial sealed, and heated for 1 h at 140° C. in the microwave, t... Starting materials: NC=1C=CC(=C(C1)[C@]1(N=C(O[C@@H](C1)C(F)(F)F)N)C)F ((4S,6S)-4-(5-amino-2-fluorophenyl)-4-methyl-6-(trifluoromethyl)-5,6-dihydro-4H-1,3-oxazin-2-amine), FC(OC=1N=CC(=NC1)C(=O)O)F (5-(difluoromethoxy)pyrazine-2-carboxylic acid). Yields the product NC=1O[C@@H](C[C@@](N1)(C)C=1C=C(C=CC1F)NC(=O)C1=NC=C(N=C1)OC(F)F)C(F)(F)F (N-(3-((4S,6S)-2-Amino-4-methyl-6-(trifluoromethyl)-5,6-dihydro-4H-1,3-oxazin-4-yl)-4-fluorophenyl)-5-(difluoromethoxy)pyrazine-2-carboxamide). RXN SMILES: [NH2:1][C:2]1[CH:3]=[CH:4][C:5]([F:20])=[C:6]([C@:8]2([CH3:19])[CH2:13][C@@H:12]([C:14]([F:17])([F:16])[F:15])[O:11][C:10]([NH2:18])=[N:9]2)[CH:7]=1.[F:21][CH:22]([F:33])[O:23][C:24]1[N:25]=[CH:26][C:27]([C:30](O)=[O:31])=[N:28][CH:29]=1>>[NH2:18][C:10]1[O:11][C@H:12]([C:14]([F:16])([F:17])[F:15])[CH2:13][C@:8]([C:6]2[CH:7]=[C:2]([NH:1][C:30]([C:27]3[CH:26]=[N:25][C:24]([O:23][CH:22]([F:33])[F:21])=[CH:29][N:28]=3)=[O:31])[CH:3]=[CH:4][C:5]=2[F:20])([CH3:19])[N:9]=1. Procedure: The coupling of (4S,6S)-4-(5-amino-2-fluorophenyl)-4-methyl-6-(trifluoromethyl)-5,6-dihydro-4H-1,3-oxazin-2-amine (XI-1) and 5-(difluoromethoxy)pyrazine-2-carboxylic acid [J. M. Ellard et al. WO2011009898 (2011)] following General Procedure G yielded the title compound as a colorless amorphous solid. MS: m/z=446.5 [M+H]+. Reactants: CC(=O)O, CCn1c2ccccc2c2cc(C=O)ccc21, CCCC(=O)Nc1ccc(C2CCNCC2)cc1. Product: CCCC(=O)Nc1ccc(C2CCN(Cc3ccc4c(c3)c3ccccc3n4CC)CC2)cc1. RXN SMILES: [C:36]([OH:37])(=[O:38])[CH3:39].[CH2:1]([CH3:2])[n:3]1[c:4]2[cH:5][cH:6][cH:7][cH:8][c:9]2[c:10]2[cH:11][c:12]([CH:16]=[O:17])[cH:13][cH:14][c:15]12.[NH:18]1[CH2:19][CH2:20][CH:21]([c:24]2[cH:25][cH:26][c:27]([NH:30][C:31]([CH2:32][CH2:33][CH3:34])=[O:35])[cH:28][cH:29]2)[CH2:22][CH2:23]1>>[CH2:1]([CH3:2])[n:3]1[c:4]2[cH:5][cH:6][cH:7][cH:8][c:9]2[c:10]2[cH:11][c:12]([CH2:16][N:18]3[CH2:19][CH2:20][CH:21]([c:24]4[cH:25][cH:26][c:27]([NH:30][C:31]([CH2:32][CH2:33][CH3:34])=[O:35])[cH:28][cH:29]4)[CH2:22][CH2:23]3)[cH:13][cH:14][c:15]12. Starting materials: C1(=CC=CC=C1)C (toluene), BrC1=CC=2CC3=CC(=CC=C3C2C=C1)Br (2,7-di bromo fluorene), C(CCCCCCC)Br (octylbromide), [OH-].[Na+] (sodium hydroxide), CS(=O)C (dimethyl sulfoxide). The reagents and catalysts are [Br-].C(CCC)[N+](CCCC)(CCCC)CCCC (tetrabutyl ammonium bromide). Run in O (water), O (water). Conditions: temperature 80 celsius. The product is BrC1=CC=2C(C3=CC(=CC=C3C2C=C1)Br)(CCCCCCCC)CCCCCCCC (2,7-dibromo-9,9-dioctylfluorene). Yield: 79.0%. Reaction SMILES: [Br:1][C:2]1[CH:14]=[CH:13][C:12]2[C:11]3[C:6](=[CH:7][C:8]([Br:15])=[CH:9][CH:10]=3)[CH2:5][C:4]=2[CH:3]=1.[CH2:16](Br)[CH2:17][CH2:18][CH2:19][CH2:20][CH2:21][CH2:22][CH3:23].[OH-].[Na+].[C:27]1([CH3:33])[CH:32]=[CH:31][CH:30]=[CH:29][CH:28]=1.[CH3:34]S(C)=O>[Br-].C([N+](CCCC)(CCCC)CCCC)CCC.O>[Br:1][C:2]1[CH:14]=[CH:13][C:12]2[C:11]3[C:6](=[CH:7][C:8]([Br:15])=[CH:9][CH:10]=3)[C:5]([CH2:34][CH2:28][CH2:29][CH2:30][CH2:31][CH2:32][CH2:27][CH3:33])([CH2:16][CH2:17][CH2:18][CH2:19][CH2:20][CH2:21][CH2:22][CH3:23])[C:4]=2[CH:3]=1 |f:2.3,6.7|. Procedure details: 2,7-di bromo fluorene (25 g, 77 mmol), octylbromide (44.7 g, 0.596 mols), sodium hydroxide (37.5 g, 0.937 mols), and tetrabutyl ammonium bromide (0.5 g, 1.55 mmol) were dissolved in dimethyl sulfoxide (75 ml)-water (37.5 ml) mixed solvent. It was kept warm at 80° C. for 6 hours. After cooling, toluene (100 ml) and water (100 ml) were added, and the organic layer was partitioned. The organic layer is washed with water, 3% hydrochloric acid, and water, and then dehydrated with anhydrous sodium sul... The reactants are ClC1=C(N=C(N1C(F)F)C)C1=CC=C(C=C1)Cl (5-chloro-4-(4-chlorophenyl)-1-difluoromethyl-2-methyl-1H-imidazole), ice water, [N+](=O)(O)[O-] (nitric acid). Reaction conditions: time 2 hour. Yields the product ClC1=C(N=C(N1C(F)F)C)C1=CC(=C(C=C1)Cl)[N+](=O)[O-] (5-Chloro-4-(4-chloro-3-nitrophenyl)-1-difluoromethyl-2-methyl-1H-imidazole). As a reaction SMILES: [Cl:1][C:2]1[N:6]([CH:7]([F:9])[F:8])[C:5]([CH3:10])=[N:4][C:3]=1[C:11]1[CH:16]=[CH:15][C:14]([Cl:17])=[CH:13][CH:12]=1.[N+:18]([O-])([OH:20])=[O:19]>>[Cl:1][C:2]1[N:6]([CH:7]([F:8])[F:9])[C:5]([CH3:10])=[N:4][C:3]=1[C:11]1[CH:16]=[CH:15][C:14]([Cl:17])=[C:13]([N+:18]([O-:20])=[O:19])[CH:12]=1. Procedure: 8 g (28 mmol) of 5-chloro-4-(4-chlorophenyl)-1-difluoromethyl-2-methyl-1H-imidazole were cooled to (−40)° C., and 100 ml of concentrated nitric acid were added. After 2 hours at (−20)° C., the mixture was poured into ice-water, whereupon the solid product of value was filtered off, washed with water and dried. Yield: 7 g. Reactants: O=C1C=C(C(=NN1CCCCCCCCC(=O)OC)C1=CC=CC=C1)C1=CC=CC=C1 (methyl 6-oxo-3,4-diphenyl-1(6H)-pyridazinenonanoate), [OH-].[Na+] (NaOH). The solvent is CO (methanol). Reaction conditions: time 30 minute. The product is O=C1C=C(C(=NN1CCCCCCCCC(=O)O)C1=CC=CC=C1)C1=CC=CC=C1 (6-oxo-3,4-diphenyl-1(6H)-pyridazinenonanoic acid). The yield is 69.2%. As a reaction SMILES: [O:1]=[C:2]1[N:7]([CH2:8][CH2:9][CH2:10][CH2:11][CH2:12][CH2:13][CH2:14][CH2:15][C:16]([O:18]C)=[O:17])[N:6]=[C:5]([C:20]2[CH:25]=[CH:24][CH:23]=[CH:22][CH:21]=2)[C:4]([C:26]2[CH:31]=[CH:30][CH:29]=[CH:28][CH:27]=2)=[CH:3]1.[OH-].[Na+]>CO>[O:1]=[C:2]1[N:7]([CH2:8][CH2:9][CH2:10][CH2:11][CH2:12][CH2:13][CH2:14][CH2:15][C:16]([OH:18])=[O:17])[N:6]=[C:5]([C:20]2[CH:25]=[CH:24][CH:23]=[CH:22][CH:21]=2)[C:4]([C:26]2[CH:31]=[CH:30][CH:29]=[CH:28][CH:27]=2)=[CH:3]1 |f:1.2|. Procedure details: A mixture of methyl 6-oxo-3,4-diphenyl-1(6H)-pyridazinenonanoate (6 g, 14 mmol), 5N NaOH solution (8.6 mL, 43 mmol) and methanol (100 mL) was heated to reflux on a steam bath. After 30 minutes, the mixture was concentrated, diluted with water and acidified to pH=1 with 2N HCl solution. The mixture was extracted with CH2Cl2, the combined extracts dried over sodium sulfate and concentrated to leave an oil that crystallized on standing. Recrystallization from a mixture of CH2Cl2 and hexanes gave 6-... Reactants: C1NC(C=2C=NC=CC21)=O (1H-pyrrolo[3,4-c]pyridin-3(2H)-one), C(C)(C)(C)O[C@H](C(=O)O)C1=C(C2=C(N=C(S2)C2=CC(=NC=C2)N2C(C=3C=NC=CC3C2)=O)C=C1C)C1=CC=C(C=C1)Cl ((S)-2-tert-butoxy-2-(7-(4-chlorophenyl)-5-methyl-2-(2-(3-oxo-1H-pyrrolo[3,4-c]pyridin-2(3H)-yl)pyridin-4-yl)benzo[d]thiazol-6-yl)acetic acid), BrC=1SC2=C(N1)C=C(C(=C2C2=CC=C(C=C2)Cl)[C@@H](C(=O)OCC)OC(C)(C)C)C ((S)-ethyl 2-(2-bromo-7-(4-chlorophenyl)-5-methylbenzo[d]thiazol-6-yl)-2-tert-butoxyacetate), N1C=CC=2C=NC=CC21 (1H-pyrrolo[3,2-c]pyridine). The reagents and catalysts are CC(C)([P](C(C)(C)C)([Pd][P](C(C)(C)C)(C(C)(C)C)C(C)(C)C)C(C)(C)C)C (Pd(P-tBu3)2). Yields the product C(C)(C)(C)O[C@H](C(=O)O)C1=C(C2=C(N=C(S2)C=2C=C3CC(N(C3=CC2)C)=O)C=C1C)C1=CC=C(C=C1)Cl ((S)-2-tert-butoxy-2-(7-(4-chlorophenyl)-5-methyl-2-(1-methyl-2-oxoindolin-5-yl)benzo[d]thiazol-6-yl)acetic acid). RXN SMILES: [C:1]([O:5][C@@H:6]([C:10]1[C:34]([CH3:35])=[CH:33][C:13]2[N:14]=[C:15]([C:17]3[CH:22]=[CH:21]N=C(N4CC5C=CN=CC=5C4=O)[CH:18]=3)[S:16][C:12]=2[C:11]=1[C:36]1[CH:41]=[CH:40][C:39]([Cl:42])=[CH:38][CH:37]=1)[C:7]([OH:9])=[O:8])([CH3:4])([CH3:3])[CH3:2].Br[C:44]1SC2C(C3C=CC(Cl)=CC=3)=C([C@H](OC(C)(C)C)C(OCC)=O)[C:50]([CH3:71])=[CH:49][C:47]=2[N:48]=1.N1C2C=CN=CC=2C=C1.C1C2C=CN=CC=2C(=[O:90])N1>CC(C)([P](C(C)(C)C)([Pd][P](C(C)(C)C)(C(C)(C)C)C(C)(C)C)C(C)(C)C)C>[C:1]([O:5][C@@H:6]([C:10]1[C:34]([CH3:35])=[CH:33][C:13]2[N:14]=[C:15]([C:17]3[CH:18]=[C:49]4[C:47](=[CH:21][CH:22]=3)[N:48]([CH3:44])[C:71](=[O:90])[CH2:50]4)[S:16][C:12]=2[C:11]=1[C:36]1[CH:37]=[CH:38][C:39]([Cl:42])=[CH:40][CH:41]=1)[C:7]([OH:9])=[O:8])([CH3:4])([CH3:2])[CH3:3] |^1:93,99|. Reported procedure: (S)-2-tert-butoxy-2-(7-(4-chlorophenyl)-5-methyl-2-(1-methyl-2-oxoindolin-5-yl)benzo[d]thiazol-6-yl)acetic acid was prepared in a similar manner as (S)-2-tert-butoxy-2-(7-(4-chlorophenyl)-5-methyl-2-(2-(3-oxo-1H-pyrrolo[3,4-c]pyridin-2(3H)-yl)pyridin-4-yl)benzo[d]thiazol-6-yl)acetic acid except (S)-ethyl 2-(2-bromo-7-(4-chlorophenyl)-5-methylbenzo[d]thiazol-6-yl)-2-tert-butoxyacetate was used instead of (S)-ethyl 2-tert-butoxy-2-(7-(4-chlorophenyl)-2-(2-chloropyridin-4-yl)-5-methylbenzo[d]thiazo... Reactants: BrCCCCCCBr, [Na+], [O-]c1ccccc1. Yields the product BrCCCCCCOc1ccccc1. Reaction SMILES: [Br:9][CH2:10][CH2:11][CH2:12][CH2:13][CH2:14][CH2:15][Br:16].[Na+:1].[O-:2][c:3]1[cH:4][cH:5][cH:6][cH:7][cH:8]1>>[O:2]([c:3]1[cH:4][cH:5][cH:6][cH:7][cH:8]1)[CH2:15][CH2:14][CH2:13][CH2:12][CH2:11][CH2:10][Br:9]. Run at time 30 minute. Reported procedure: 4.23 g (35.0 mmol) of valeroyl chloride (compound of the formula VI) were added with cooling at −10° C. to 20° C. to a stirred suspension of 11.3 g (34.7 mmol) of 2-(2-hydroxy-5-nitrophenyl)-1-(4-methoxyphenyl)-ethanone potassium salt (example 1) in 50 ml of dry acetone. After 30 minutes the reaction was complete, as monitored by LC-MS, and the mixture was filtered through a layer of Celite to remove the precipitated potassium chloride. The solution was evaporated to dryness to give 9.23 g (98%)... RXN SMILES: [C:1](Cl)(=[O:6])[CH2:2][CH2:3][CH2:4][CH3:5].[K].[OH:9][C:10]1[CH:15]=[CH:14][C:13]([N+:16]([O-:18])=[O:17])=[CH:12][C:11]=1[CH2:19][C:20]([C:22]1[CH:27]=[CH:26][C:25]([O:28][CH3:29])=[CH:24][CH:23]=1)=[O:21]>CC(C)=O>[C:1]([O:9][C:10]1[CH:15]=[CH:14][C:13]([N+:16]([O-:18])=[O:17])=[CH:12][C:11]=1[CH2:19][C:20]([C:22]1[CH:27]=[CH:26][C:25]([O:28][CH3:29])=[CH:24][CH:23]=1)=[O:21])(=[O:6])[CH2:2][CH2:3][CH2:4][CH3:5] |f:1.2,^1:7|. The product is C(CCCC)(=O)OC1=C(C=C(C=C1)[N+](=O)[O-])CC(=O)C1=CC=C(C=C1)OC (2-(2-pentanoyloxy-5-nitrophenyl)-1-(4-methoxyphenyl)-ethanone). The solvent is CC(=O)C (acetone). Isolated yield 71.6%. Reactants: C(CCCC)(=O)Cl (valeroyl chloride), formula VI, [K].OC1=C(C=C(C=C1)[N+](=O)[O-])CC(=O)C1=CC=C(C=C1)OC (2-(2-hydroxy-5-nitrophenyl)-1-(4-methoxyphenyl)-ethanone potassium salt). RXN SMILES: [C:39](=[O:40])([O-:41])[O-:42].[CH3:1][N:2]([CH2:3][CH2:4][CH2:5][NH:6][CH3:7])[CH3:8].[CH3:45][S:46]([CH3:47])=[O:48].[F:9][c:10]1[cH:11][cH:12][c:13]([C:14](=[O:15])[NH:16][c:17]2[cH:18][cH:19][c:20]([CH3:36])[c:21]([NH:23][C:24]([c:25]3[cH:26][c:27]([O:33][CH3:34])[c:28]([O:31][CH3:32])[cH:29][cH:30]3)=[O:35])[cH:22]2)[cH:37][cH:38]1.[K+:43].[K+:44]>>[CH3:1][N:2]([CH2:3][CH2:4][CH2:5][N:6]([CH3:7])[c:10]1[cH:11][cH:12][c:13]([C:14](=[O:15])[NH:16][c:17]2[cH:18][cH:19][c:20]([CH3:36])[c:21]([NH:23][C:24]([c:25]3[cH:26][c:27]([O:33][CH3:34])[c:28]([O:31][CH3:32])[cH:29][cH:30]3)=[O:35])[cH:22]2)[cH:37][cH:38]1)[CH3:8]. Yields the product COc1ccc(C(=O)Nc2cc(NC(=O)c3ccc(N(C)CCCN(C)C)cc3)ccc2C)cc1OC. Reactants: O=C([O-])[O-], CNCCCN(C)C, CS(C)=O, COc1ccc(C(=O)Nc2cc(NC(=O)c3ccc(F)cc3)ccc2C)cc1OC, [K+], [K+].